Dataset: the Open Reaction Database (ORD), a public repository of structured organic reaction records. Task: describe an organic reaction: reactants, conditions, products, and yield Reactants: C=CC1CC1(NC(=O)C1CC(Oc2cc(-c3ccccc3)nc3cc(OC)ccc23)CN1C(=O)NNCc1ccccc1)C(=O)OCC, Cl, [Li+], [OH-]. The product is C=CC1CC1(NC(=O)C1CC(Oc2cc(-c3ccccc3)nc3cc(OC)ccc23)CN1C(=O)NNCc1ccccc1)C(=O)O. RXN SMILES: [CH2:1]([CH3:2])[O:3][C:4](=[O:5])[C:6]1([NH:11][C:12]([CH:13]2[N:14]([C:37](=[O:38])[NH:39][NH:40][CH2:41][c:42]3[cH:43][cH:44][cH:45][cH:46][cH:47]3)[CH2:15][CH:16]([O:18][c:19]3[cH:20][c:21](-[c:31]4[cH:32][cH:33][cH:34][cH:35][cH:36]4)[n:22][c:23]4[cH:24][c:25]([O:29][CH3:30])[cH:26][cH:27][c:28]34)[CH2:17]2)=[O:48])[CH:7]([CH:9]=[CH2:10])[CH2:8]1.[ClH:51].[Li+:50].[OH-:49]>>[O:3]=[C:4]([OH:5])[C:6]1([NH:11][C:12]([CH:13]2[N:14]([C:37](=[O:38])[NH:39][NH:40][CH2:41][c:42]3[cH:43][cH:44][cH:45][cH:46][cH:47]3)[CH2:15][CH:16]([O:18][c:19]3[cH:20][c:21](-[c:31]4[cH:32][cH:33][cH:34][cH:35][cH:36]4)[n:22][c:23]4[cH:24][c:25]([O:29][CH3:30])[cH:26][cH:27][c:28]34)[CH2:17]2)=[O:48])[CH:7]([CH:9]=[CH2:10])[CH2:8]1. Reactants: O=C(O)c1ncccn1, Cc1ccc([N+](=O)[O-])cc1N. The reagents and catalysts are CN(C)C(=[N+](C)C)ON1C2=CC=CC=C2N=N1.F[P-](F)(F)(F)(F)F (HBTU), CCN(C(C)C)C(C)C (DIPEA). The solvent is CN(C)C=O (DMF), CN(C)C=O (DMF), CN(C)C=O (DMF), CN(C)C=O (DMF), CN(C)C=O (DMF), CN(C)C=O (DMF). Conditions: temperature 25 celsius, time 2 hour. Yields the product Cc1ccc([N+](=O)[O-])cc1NC(=O)c1ncccn1. The yield is 54.6%. Reaction SMILES: Cc1ccc([N+](=O)[O-])cc1N.O=C(O)c1ncccn1.CN(C)C(=[N+](C)C)ON1C2=CC=CC=C2N=N1.F[P-](F)(F)(F)(F)F.CCN(C(C)C)C(C)C.CN(C)C=O>>Cc1ccc([N+](=O)[O-])cc1NC(=O)c1ncccn1. The reactants are N#Cc1ccc(CCBr)cc1, C=CCOC(=O)CC(=O)OCC=C, [Cl-], [H-], [H][H], [NH4+], [Na+], C1COCCO1. Yields the product C=CCOC(=O)C(CCc1ccc(C#N)cc1)C(=O)OCC=C. As a reaction SMILES: [Br:18][CH2:19][CH2:20][c:21]1[cH:22][cH:23][c:24]([C:25]#[N:26])[cH:27][cH:28]1.[C:5]([CH2:6][C:7](=[O:8])[O:9][CH2:10][CH:11]=[CH2:12])(=[O:13])[O:14][CH2:15][CH:16]=[CH2:17].[Cl-:29].[H-:1].[H:3][H:4].[NH4+:30].[Na+:2].[O:31]1[CH2:32][CH2:33][O:34][CH2:35][CH2:36]1>>[C:5]([CH:6]([C:7](=[O:8])[O:9][CH2:10][CH:11]=[CH2:12])[CH2:19][CH2:20][c:21]1[cH:22][cH:23][c:24]([C:25]#[N:26])[cH:27][cH:28]1)(=[O:13])[O:14][CH2:15][CH:16]=[CH2:17]. Starting materials: O=C([O-])[O-], C1CCOC1, [K+], [K+], NN, CC(Oc1cc(CN2C(=O)c3ccccc3C2=O)ccc1[N+](=O)[O-])C(=O)N1CCOCC1, O, O, Cc1ccc(S(=O)(=O)O)cc1. Product: CC(Oc1cc(CN)ccc1[N+](=O)[O-])C(=O)N1CCOCC1. As a reaction SMILES: [C:48](=[O:49])([O-:50])[O-:51].[CH2:54]1[O:55][CH2:56][CH2:57][CH2:58]1.[K+:52].[K+:53].[NH2:34][NH2:35].[O:1]1[CH2:2][CH2:3][N:4]([C:7](=[O:8])[CH:9]([CH3:10])[O:11][c:12]2[c:13]([N+:30](=[O:31])[O-:32])[cH:14][cH:15][c:16]([CH2:18][N:19]3[C:20](=[O:21])[c:22]4[cH:23][cH:24][cH:25][cH:26][c:27]4[C:28]3=[O:29])[cH:17]2)[CH2:5][CH2:6]1.[OH2:33].[OH2:36].[c:37]1([CH3:38])[cH:39][cH:40][c:41]([S:42]([OH:43])(=[O:44])=[O:45])[cH:46][cH:47]1>>[O:1]1[CH2:2][CH2:3][N:4]([C:7](=[O:8])[CH:9]([CH3:10])[O:11][c:12]2[c:13]([N+:30](=[O:31])[O-:32])[cH:14][cH:15][c:16]([CH2:18][NH2:19])[cH:17]2)[CH2:5][CH2:6]1. Starting materials: BrC1=C(C(=CC(=C1)COCC)Br)C (1,3-dibromo-5-ethoxymethyl-2-methyl-benzene), C(C1=CC=CC=C1)N (benzylamine), C=1C=CC(=CC1)P(C=2C=CC=CC2)C3=CC=C4C=CC=CC4=C3C5=C6C=CC=CC6=CC=C5P(C=7C=CC=CC7)C=8C=CC=CC8 (rac-BINAP), CC(C)(C)[O-].[Na+] (NaOtBu). Reagents/catalysts: C=1C=CC(=CC1)/C=C/C(=O)/C=C/C2=CC=CC=C2.C=1C=CC(=CC1)/C=C/C(=O)/C=C/C2=CC=CC=C2.C=1C=CC(=CC1)/C=C/C(=O)/C=C/C2=CC=CC=C2.[Pd].[Pd] (Pd2(dba)3). Run in C1(=CC=CC=C1)C (toluene). Run at temperature 80 celsius. The product is Hexanes EtOAc, C(C1=CC=CC=C1)NC1=C(C(=CC(=C1)COCC)Br)C (benzyl-(3-bromo-5-ethoxymethyl-2-methyl-phenyl)-amine). Isolated yield 88.4%. RXN SMILES: Br[C:2]1[CH:7]=[C:6]([CH2:8][O:9][CH2:10][CH3:11])[CH:5]=[C:4]([Br:12])[C:3]=1[CH3:13].[CH2:14]([NH2:21])[C:15]1[CH:20]=[CH:19][CH:18]=[CH:17][CH:16]=1.C1C=CC(P(C2C(C3C(P(C4C=CC=CC=4)C4C=CC=CC=4)=CC=C4C=3C=CC=C4)=C3C(C=CC=C3)=CC=2)C2C=CC=CC=2)=CC=1.CC([O-])(C)C.[Na+]>C1C=CC(/C=C/C(/C=C/C2C=CC=CC=2)=O)=CC=1.C1C=CC(/C=C/C(/C=C/C2C=CC=CC=2)=O)=CC=1.C1C=CC(/C=C/C(/C=C/C2C=CC=CC=2)=O)=CC=1.[Pd].[Pd].C1(C)C=CC=CC=1>[CH2:14]([NH:21][C:2]1[CH:7]=[C:6]([CH2:8][O:9][CH2:10][CH3:11])[CH:5]=[C:4]([Br:12])[C:3]=1[CH3:13])[C:15]1[CH:20]=[CH:19][CH:18]=[CH:17][CH:16]=1 |f:3.4,5.6.7.8.9|. Procedure details: A mixture of 1,3-dibromo-5-ethoxymethyl-2-methyl-benzene (1.322 g, 4.29 mmol), benzylamine (0.49 mL, 4.507 mmol), Pd2(dba)3 (409 mg, 0.447 mmol), rac-BINAP (811 mg, 1.302 mmol), NaOtBu (618 mg, 6.435 mmol) and toluene (30 mL) was heated at 80° C. for 1 h 45 minutes. The reaction was cooled, poured onto water and extracted with EtOAc (×3). The organics were washed with water, brine and dried (Na2SO4). Chromatography (Hexanes/EtOAc) afforded benzyl-(3-bromo-5-ethoxymethyl-2-methyl-phenyl)-amine (1...